From a dataset of the Open Reaction Database (ORD), a public repository of structured organic reaction records. describe an organic reaction: reactants, conditions, products, and yield Starting materials: CCOCC, Clc1ncc[nH]1, Cl, C[N+](=O)[O-], [Na+], O=C([O-])O. The product is O=[N+]([O-])c1c[nH]c(Cl)n1. Reaction SMILES: [CH3:13][CH2:14][O:15][CH2:16][CH3:17].[Cl:1][c:2]1[nH:3][cH:4][cH:5][n:6]1.[ClH:12].[N+:18](=[O:19])([O-:20])[CH3:21].[Na+:7].[OH:8][C:9](=[O:10])[O-:11]>>[Cl:1][c:2]1[nH:3][cH:4][c:5]([N+:18](=[O:19])[O-:20])[n:6]1. Reactants: COC(=O)C=1C(=NC(=CC1)N)OC (methyl-6-amino-2-methoxypyridine-3-carboxylate), ClCl (Cl2). The solvent is C(C)(=O)O (acetic acid), CC(=O)O (HOAc). The product is COC(=O)C=1C(=NC(=C(C1)Cl)N)OC (methyl-6-amino-5-chloro-2-methoxypyridine-3-carboxylate). Yield: 67.3%. Reaction SMILES: [CH3:1][O:2][C:3]([C:5]1[C:6]([O:12][CH3:13])=[N:7][C:8]([NH2:11])=[CH:9][CH:10]=1)=[O:4].[Cl:14]Cl>C(O)(=O)C>[CH3:1][O:2][C:3]([C:5]1[C:6]([O:12][CH3:13])=[N:7][C:8]([NH2:11])=[C:9]([Cl:14])[CH:10]=1)=[O:4]. Procedure: A solution of methyl-6-amino-2-methoxypyridine-3-carboxylate (0.4 g) in acetic acid (10 ml) was treated with a solution of Cl2 (0.19 g) in HOAc (4 ml) at room temperature for 3 h. The AcOH was removed by rotary evaporation and the residue treated with aqueous NaHCO3 (50 mL) and the product extracted into EtOAc (100 mL). Evaporation afforded methyl-6-amino-5-chloro-2-methoxypyridine-3-carboxylate (0.32 g). Reactants: diketone, ClCl (Cl2), CO (methanol), O=C(CC(=O)O)CC (3-oxopentanoic acid), II (I2). The solvent is [OH-].[Na+] (NaOH). Product: O=C(CC(=O)OC)CC (methyl 3-oxopentanoate). Reaction SMILES: [O:1]=[C:2]([CH2:7][CH3:8])[CH2:3][C:4]([OH:6])=[O:5].II.ClCl.[CH3:13]O>[OH-].[Na+]>[O:1]=[C:2]([CH2:7][CH3:8])[CH2:3][C:4]([O:6][CH3:13])=[O:5] |f:4.5|. Reported procedure: Intermediates of formula 3 are prepared using methods known in the art. See for example U.S. Pat. No. 3,974,275 to Bossert et al., incorporated fully herein by reference. Additionally, certain intermediates of formula 3 are commercially available, e.g., methyl β-aminocrotonate. Under Claisen reaction conditions, acetone is reacted with methyl propionate in the presence of sodium ethoxide, followed by protonation with dilute HCl, to yield 2,4-hexadione (13). The resulting diketone is then oxidize... Starting materials: C(#N)C=1C=C(C2=C(N=C(O2)C2=CC=C(C(=O)NC[C@@H]3CC[C@H](CC3)CCO)C=C2)C1)C(C)C (4-(5-cyano-7-isopropyl-1,3-benzoxazol-2-yl)-N-{[trans-4-(2-hydroxyethyl)cyclohexyl]methyl}benzamide), CC(=O)OI1(C=2C=CC=CC2C(=O)O1)(OC(=O)C)OC(=O)C (Dess-Martin periodinane). The solvent is ClCCl (dichloromethane). Run at temperature 25 celsius, time 2 hour. The product is C(#N)C=1C=C(C2=C(N=C(O2)C2=CC=C(C(=O)NC[C@@H]3CC[C@H](CC3)CC=O)C=C2)C1)C(C)C (4-(5-Cyano-7-isopropyl-1,3-benzoxazol-2-yl)-N-{[trans-4-(2-oxoethyl)cyclohexyl]methyl}benzamide). Yield: 96.4%. RXN SMILES: [C:1]([C:3]1[CH:4]=[C:5]([CH:31]([CH3:33])[CH3:32])[C:6]2[O:10][C:9]([C:11]3[CH:29]=[CH:28][C:14]([C:15]([NH:17][CH2:18][C@H:19]4[CH2:24][CH2:23][C@H:22]([CH2:25][CH2:26][OH:27])[CH2:21][CH2:20]4)=[O:16])=[CH:13][CH:12]=3)=[N:8][C:7]=2[CH:30]=1)#[N:2].CC(OI1(OC(C)=O)(OC(C)=O)OC(=O)C2C=CC=CC1=2)=O>ClCCl>[C:1]([C:3]1[CH:4]=[C:5]([CH:31]([CH3:33])[CH3:32])[C:6]2[O:10][C:9]([C:11]3[CH:29]=[CH:28][C:14]([C:15]([NH:17][CH2:18][C@H:19]4[CH2:20][CH2:21][C@H:22]([CH2:25][CH:26]=[O:27])[CH2:23][CH2:24]4)=[O:16])=[CH:13][CH:12]=3)=[N:8][C:7]=2[CH:30]=1)#[N:2]. Procedure details: To a solution of 4-(5-cyano-7-isopropyl-1,3-benzoxazol-2-yl)-N-{[trans-4-(2-hydroxyethyl)cyclohexyl]methyl}benzamide (50 mg, 0.112 mmol) in dichloromethane (2 ml) was added Dess-Martin periodinane (60 mg, 0.141 mmol). The mixture was stirred for 2 h at 25° C., at which point LC/MS analysis showed no starting material. The mixture was purified by flash chromatography on a Biotage Horizon, 25M column, eluting with 1 column volume of 100% dichloromethane followed by a gradient of 0 to 100% ethyl ac... Reactants: CC(C(=O)NN)(C)C (2,2-dimethyl-propionic acid hydrazide), C([O-])(O)=O.[Na+] (sodium bicarbonate), C(C)(=O)Cl (acetyl chloride). Run in O1CCCC1 (tetrahydrofuran), O (water). Run at time 8 hour. Product: C(C)(=O)NNC(C(C)(C)C)=O (N′-acetyl-2,2-dimethylpropanohydrazide). RXN SMILES: [CH3:1][C:2]([CH3:8])([CH3:7])[C:3]([NH:5][NH2:6])=[O:4].C(=O)(O)[O-].[Na+].[C:14](Cl)(=[O:16])[CH3:15]>O1CCCC1.O>[C:14]([NH:6][NH:5][C:3](=[O:4])[C:2]([CH3:8])([CH3:7])[CH3:1])(=[O:16])[CH3:15] |f:1.2|. Procedure details: To a mixture of 2,2-dimethyl-propionic acid hydrazide (2.32 g, 20 mmol), sodium bicarbonate (1.68 g, 20 mmol) in tetrahydrofuran and water (1:1, 40 mL) was added acetyl chloride (1.56 g, 20 mmol) dropwise. The mixture was stirred overnight and concentrated in vacuo. The residue was extracted with dichloromethane and isopropyl alcohol (10:1) (3×10 mL). The organic extracts were combined, dried over MgSO4 and concentrated to give a white solid. The solid was recrystallized from tetrahydrofuran and... Reaction conditions: temperature 85 celsius, time 8 hour. Procedure: A mixture of 5-bromo-indazole-1-carboxylic acid tert-butyl ester (3.37 mmol), 2-fluoro-4-(4,4,5,5-tetramethyl-[1,3] dioxolan-2-yl)-benzaldehyde (1.01 g, 4.04 mmol)) PdCl2(dppf).DCM (27 mg, 0.03 mmol) in 16 mL of dioxane was degassed (evacuate in vacuo and pressurize with argon, three times); cesium carbonate in water (2M, 6.73 mL, 13.46 mmol) was added and the mixture degassed three more times as described above. The resulting mixture was heated at 85° C. for 6 h, then it was allowed to cool to ... Reactants: C(C)(C)(C)OC(=O)N1N=CC2=CC(=CC=C12)Br (5-bromo-indazole-1-carboxylic acid tert-butyl ester), FC1=C(C=O)C=CC(=C1)C1OC(C(O1)(C)C)(C)C (2-fluoro-4-(4,4,5,5-tetramethyl-[1,3] dioxolan-2-yl)-benzaldehyde), C(Cl)Cl (DCM), C([O-])([O-])=O.[Cs+].[Cs+] (cesium carbonate), O (water). The reagents and catalysts are C1=CC=C(C=C1)P([C-]2C=CC=C2)C3=CC=CC=C3.C1=CC=C(C=C1)P([C-]2C=CC=C2)C3=CC=CC=C3.Cl[Pd]Cl.[Fe+2] (PdCl2(dppf)). The product is C(C)(C)(C)OC(=O)N1N=CC2=CC(=CC=C12)C1=CC(=C(C=C1)F)C=O (5-(4-Fluoro-3-formylphenyl)-indazole-1-carboxylic acid tert-butyl ester). As a reaction SMILES: [C:1]([O:5][C:6]([N:8]1[C:16]2[C:11](=[CH:12][C:13](Br)=[CH:14][CH:15]=2)[CH:10]=[N:9]1)=[O:7])([CH3:4])([CH3:3])[CH3:2].[F:18][C:19]1[CH:26]=[C:25](C2OC(C)(C)C(C)(C)O2)[CH:24]=[CH:23][C:20]=1[CH:21]=[O:22].C(Cl)Cl.C(=O)([O-])[O-].[Cs+].[Cs+].O>O1CCOCC1.C1C=CC(P(C2C=CC=CC=2)[C-]2C=CC=C2)=CC=1.C1C=CC(P(C2C=CC=CC=2)[C-]2C=CC=C2)=CC=1.Cl[Pd]Cl.[Fe+2]>[C:1]([O:5][C:6]([N:8]1[C:16]2[C:11](=[CH:12][C:13]([C:24]3[CH:25]=[CH:26][C:19]([F:18])=[C:20]([CH:21]=[O:22])[CH:23]=3)=[CH:14][CH:15]=2)[CH:10]=[N:9]1)=[O:7])([CH3:4])([CH3:3])[CH3:2] |f:3.4.5,8.9.10.11|. Isolated yield 71.5%. Solvent: O1CCOCC1 (dioxane).